The task is: describe an organic reaction: reactants, conditions, products, and yield. This data is from the Open Reaction Database (ORD), a public repository of structured organic reaction records. The reactants are [H][H] (hydrogen), [H][H] (hydrogen), C(C)C1=NC=C(C=N1)O (2-ethyl-5-pyrimidinol), C([O-])([O-])=O.[K+].[K+] (potassium carbonate), P(OCC)(Cl)(=S)SCC(C)C (O-ethyl S-(2-methylpropyl) phosphorochloridodithioate). The solvent is C(C)#N (acetonitrile). Product: P(OCC)(OC=1C=NC(=NC1)CC)(=S)SCC(C)C (O-ethyl O-(2-ethyl-5-pyrimidinyl) S-(2-methylpropyl) phosphorodithioate). Reaction SMILES: [CH2:1]([C:3]1[N:8]=[CH:7][C:6]([OH:9])=[CH:5][N:4]=1)[CH3:2].C(=O)([O-])[O-].[K+].[K+].[P:16]([S:22][CH2:23][CH:24]([CH3:26])[CH3:25])(=[S:21])(Cl)[O:17][CH2:18][CH3:19].[H][H]>C(#N)C>[P:16]([S:22][CH2:23][CH:24]([CH3:26])[CH3:25])(=[S:21])([O:9][C:6]1[CH:5]=[N:4][C:3]([CH2:1][CH3:2])=[N:8][CH:7]=1)[O:17][CH2:18][CH3:19] |f:1.2.3|. Reported procedure: A mixture of 5 grams of 2-ethyl-5-pyrimidinol, 5 grams of finely powdered potassium carbonate, 40 ml of acetonitrile and 9.3 grams of O-ethyl S-(2-methylpropyl) phosphorochloridodithioate was stirred without external heating overnight. The solids were then removed by filtration, the filtrate concentrated under vacuum, the residue taken up in diethyl ether, the ether solution washed twice with 2% aqueous sodium hydroxide, once with saturated sodium chloride solution and dried over anhydrous sodiu... The reactants are Nc1cncc(Br)c1, CCO, Cc1ccccc1, [Na+], [Na+], O=C([O-])[O-], OB(O)c1ccccc1, c1ccc(P(c2ccccc2)(c2ccccc2)[Pd](P(c2ccccc2)(c2ccccc2)c2ccccc2)(P(c2ccccc2)(c2ccccc2)c2ccccc2)P(c2ccccc2)(c2ccccc2)c2ccccc2)cc1. The product is Nc1cncc(-c2ccccc2)c1. As a reaction SMILES: [Br:1][c:2]1[cH:3][c:4]([NH2:8])[cH:5][n:6][cH:7]1.[CH3:31][CH2:32][OH:33].[CH3:9][c:10]1[cH:11][cH:12][cH:13][cH:14][cH:15]1.[Na+:16].[Na+:17].[O-:18][C:19](=[O:20])[O-:21].[OH:22][B:23]([c:24]1[cH:25][cH:26][cH:27][cH:28][cH:29]1)[OH:30].[cH:34]1[cH:35][cH:36][c:37]([P:38]([Pd:39]([P:40]([c:41]2[cH:42][cH:43][cH:44][cH:45][cH:46]2)([c:47]2[cH:48][cH:49][cH:50][cH:51][cH:52]2)[c:53]2[cH:54][cH:55][cH:56][cH:57][cH:58]2)([P:59]([c:60]2[cH:61][cH:62][cH:63][cH:64][cH:65]2)([c:66]2[cH:67][cH:68][cH:69][cH:70][cH:71]2)[c:72]2[cH:73][cH:74][cH:75][cH:76][cH:77]2)[P:78]([c:79]2[cH:80][cH:81][cH:82][cH:83][cH:84]2)([c:85]2[cH:86][cH:87][cH:88][cH:89][cH:90]2)[c:91]2[cH:92][cH:93][cH:94][cH:95][cH:96]2)([c:97]2[cH:98][cH:99][cH:100][cH:101][cH:102]2)[c:103]2[cH:104][cH:105][cH:106][cH:107][cH:108]2)[cH:109][cH:110]1>>[c:2]1(-[c:10]2[cH:11][cH:12][cH:13][cH:14][cH:15]2)[cH:3][c:4]([NH2:8])[cH:5][n:6][cH:7]1. Starting materials: O=C(c1ccc(O)cc1)c1ccc(Br)c(F)c1, O=C1CCCCCC1, C1CCOC1, [Zn]. The product is Oc1ccc(C(=C2CCCCCC2)c2ccc(Br)c(F)c2)cc1. RXN SMILES: [Br:1][c:2]1[c:3]([F:17])[cH:4][c:5]([C:8](=[O:9])[c:10]2[cH:11][cH:12][c:13]([OH:16])[cH:14][cH:15]2)[cH:6][cH:7]1.[C:18]1(=[O:25])[CH2:19][CH2:20][CH2:21][CH2:22][CH2:23][CH2:24]1.[CH2:26]1[O:27][CH2:28][CH2:29][CH2:30]1.[Zn:31]>>[Br:1][c:2]1[c:3]([F:17])[cH:4][c:5]([C:8]([c:10]2[cH:11][cH:12][c:13]([OH:16])[cH:14][cH:15]2)=[C:18]2[CH2:19][CH2:20][CH2:21][CH2:22][CH2:23][CH2:24]2)[cH:6][cH:7]1. The reactants are COC(=O)CN1CC(CS(C)(=O)=O)=CCC(NC(=O)c2nccc3ccccc23)C1=O, ClCCl, NCc1ccccc1, O=C([O-])C(F)(F)F. The product is COC(=O)CN1CC(CNCc2ccccc2)=CCC(NC(=O)c2nccc3ccccc23)C1=O. RXN SMILES: [CH3:1][O:2][C:3]([CH2:4][N:5]1[C:6](=[O:30])[CH:7]([NH:17][C:18](=[O:19])[c:20]2[n:21][cH:22][cH:23][c:24]3[cH:25][cH:26][cH:27][cH:28][c:29]23)[CH2:8][CH:9]=[C:10]([CH2:12][S:13]([CH3:14])(=[O:15])=[O:16])[CH2:11]1)=[O:31].[Cl:47][CH2:48][Cl:49].[NH2:32][CH2:33][c:34]1[cH:35][cH:36][cH:37][cH:38][cH:39]1.[O-:40][C:41]([C:42]([F:43])([F:44])[F:45])=[O:46]>>[CH3:1][O:2][C:3]([CH2:4][N:5]1[C:6](=[O:30])[CH:7]([NH:17][C:18](=[O:19])[c:20]2[n:21][cH:22][cH:23][c:24]3[cH:25][cH:26][cH:27][cH:28][c:29]23)[CH2:8][CH:9]=[C:10]([CH2:12][NH:32][CH2:33][c:34]2[cH:35][cH:36][cH:37][cH:38][cH:39]2)[CH2:11]1)=[O:31]. Reactants: C(C1=CC=CC=C1)(=O)O (benzoic acid), N1CCCCC1 (piperidine), ClC1=C(CNC=2SCC(N2)=O)C=CC=C1 (2-(2-chloro-benzylamino)-thiazol-4-one), N1=CC=CC2=NC(=CC=C12)C=O (1,5-naphthyridine-6-carboxaldehyde). Solvent: O (water), C1(=CC=CC=C1)C (toluene), CN(C)C=O (DMF). Conditions: temperature 150 celsius. Product: ClC1=C(CNC=2SC(C(N2)=O)=CC2=NC3=CC=CN=C3C=C2)C=CC=C1 (2-(2-chloro-benzylamino)-5-[1,5] naphthyridin-2-ylmethylene-thiazol-4-one). Yield: 37.4%. As a reaction SMILES: [Cl:1][C:2]1[CH:15]=[CH:14][CH:13]=[CH:12][C:3]=1[CH2:4][NH:5][C:6]1[S:7][CH2:8][C:9](=[O:11])[N:10]=1.[N:16]1[C:25]2[C:20](=[N:21][C:22]([CH:26]=O)=[CH:23][CH:24]=2)[CH:19]=[CH:18][CH:17]=1.C(O)(=O)C1C=CC=CC=1.N1CCCCC1>C1(C)C=CC=CC=1.CN(C=O)C.O>[Cl:1][C:2]1[CH:15]=[CH:14][CH:13]=[CH:12][C:3]=1[CH2:4][NH:5][C:6]1[S:7][C:8](=[CH:26][C:22]2[CH:23]=[CH:24][C:25]3[C:20](=[CH:19][CH:18]=[CH:17][N:16]=3)[N:21]=2)[C:9](=[O:11])[N:10]=1. Procedure details: To a suspension of 2-(2-chloro-benzylamino)-thiazol-4-one (77.0 mg, 0.32 mmol), and 1,5-naphthyridine-6-carboxaldehyde (63.2 mg, 0.40 mmol) in toluene (1 mL) in a microwave tube were added benzoic acid (2.0 mg, 0.02 mmol) and piperidine (1.7 uM, 0.02 mmol). The reaction mixture was heated to 150° C. with microwave for 10 min. and then cooled to r.t. The solid was filtered off, washed with toluene to give a brown solid, which was dissolved in 1 mL hot DMF and diluted with water. The precipitates ... Starting materials: CCCCc1oc2ccccc2c1-c1ncc(-c2ccc3cc(OCC(=O)OC)ccc3c2)o1, C1CCOC1, Cl, [Na+], [OH-], O. Yields the product CCCCc1oc2ccccc2c1-c1ncc(-c2ccc3cc(OCC(=O)O)ccc3c2)o1. Reaction SMILES: [CH2:1]([CH2:2][CH2:3][CH3:4])[c:5]1[o:6][c:7]2[c:8]([c:9]1-[c:10]1[o:11][c:12](-[c:15]3[cH:16][c:17]4[cH:18][cH:19][c:20]([O:25][CH2:26][C:27](=[O:28])[O:29][CH3:30])[cH:21][c:22]4[cH:23][cH:24]3)[cH:13][n:14]1)[cH:31][cH:32][cH:33][cH:34]2.[CH2:38]1[O:39][CH2:40][CH2:41][CH2:42]1.[ClH:37].[Na+:36].[OH-:35].[OH2:43]>>[CH2:1]([CH2:2][CH2:3][CH3:4])[c:5]1[o:6][c:7]2[c:8]([c:9]1-[c:10]1[o:11][c:12](-[c:15]3[cH:16][c:17]4[cH:18][cH:19][c:20]([O:25][CH2:26][C:27](=[O:28])[OH:29])[cH:21][c:22]4[cH:23][cH:24]3)[cH:13][n:14]1)[cH:31][cH:32][cH:33][cH:34]2. The product is BrC1=CC=C(CN2CCC(CC2)(C(=O)O)S(=O)(=O)C2=C(C=CC=C2)OC)C=C1 (1-(4-Bromo-benzyl)-4-(methoxy-benzenesulfonyl)-piperidine-4-carboxylic acid). Reactants: C(C)OC(=O)C1(CCN(CC1)CC1=CC=C(C=C1)Br)S(=O)(=O)C1=CC=C(C=C1)OC (1-(4-bromo-benzyl)-4-(4-methoxy-benzenesulfonyl)-piperidine-4-carboxylic acid ethyl ester), C1CCOC1.CO (THF methanol). The solvent is [OH-].[Na+] (NaOH). Procedure details: 1-(4-Bromo-benzyl)-4-(methoxy-benzenesulfonyl)-piperidine-4-carboxylic acid was prepared starting from 1-(4-bromo-benzyl)-4-(4-methoxy-benzenesulfonyl)-piperidine-4-carboxylic acid ethyl ester (16.5 g, 33.3 mmol) dissolved in THF:methanol 3:1 and 10 N NaOH (20 ml). The resulting reaction mixture was worked up as outlined in example 83. Yield 6.18 g (40%); tan solid; mp 215° C.; MS: 469.7 (M+H)+. RXN SMILES: C([O:3][C:4]([C:6]1([S:20]([C:23]2[CH:28]=[CH:27][C:26](OC)=[CH:25][CH:24]=2)(=[O:22])=[O:21])[CH2:11][CH2:10][N:9]([CH2:12][C:13]2[CH:18]=[CH:17][C:16]([Br:19])=[CH:15][CH:14]=2)[CH2:8][CH2:7]1)=[O:5])C.C1C[O:34][CH2:33]C1.CO>[OH-].[Na+]>[Br:19][C:16]1[CH:17]=[CH:18][C:13]([CH2:12][N:9]2[CH2:8][CH2:7][C:6]([S:20]([C:23]3[CH:24]=[CH:25][CH:26]=[CH:27][C:28]=3[O:34][CH3:33])(=[O:21])=[O:22])([C:4]([OH:3])=[O:5])[CH2:11][CH2:10]2)=[CH:14][CH:15]=1 |f:1.2,3.4|. Procedure: A solution of 2.60 g of 3-hydroxy-1-methyl-3-(α-phenyl-2-tolyl)pyrrolidine of Example 53, in 30 ml of acetic acid and 2 ml of BF3.ether is stirred at 50°-60° C. for 21/2 hours and 16 hours at room temperature. The mixture is diluted with 30 ml of H2O, is made alkaline with NaOH, and extracted with CH2Cl2. The CH2Cl2 solution is dried (Na2SO4) and concentrated to an oil. A portion of the oil is dissolved in 10 ml of acetic acid and stirred with 0.7 ml of H2SO4 at 55° C. for 2 hours. A solution of... Run at temperature 55 celsius, time 2 hour. Solvent: B(F)(F)F (BF3), O (H2O). The product is C(\C=C\C(=O)O)(=O)O.CN1CC(=CC1)C1=C(C=CC=C1)CC1=CC=CC=C1 (1-methyl-3-(α-phenyl-2-tolyl)-3 -pyrroline fumarate). RXN SMILES: [OH:1][C:2]1([C:8]2[CH:13]=[CH:12][CH:11]=[CH:10][C:9]=2[CH2:14][C:15]2[CH:20]=[CH:19][CH:18]=[CH:17][CH:16]=2)[CH2:6][CH2:5][N:4]([CH3:7])[CH2:3]1.CC[O:23][CH2:24][CH3:25].[OH-].[Na+].[C:28]([OH:31])(=[O:30])[CH3:29]>B(F)(F)F.O>[C:24]([OH:23])(=[O:1])/[CH:25]=[CH:29]/[C:28]([OH:31])=[O:30].[CH3:7][N:4]1[CH2:5][CH:6]=[C:2]([C:8]2[CH:13]=[CH:12][CH:11]=[CH:10][C:9]=2[CH2:14][C:15]2[CH:20]=[CH:19][CH:18]=[CH:17][CH:16]=2)[CH2:3]1 |f:2.3,7.8|. The reactants are OC1(CN(CC1)C)C1=C(C=CC=C1)CC1=CC=CC=C1 (3-hydroxy-1-methyl-3-(α-phenyl-2-tolyl)pyrrolidine), C(C)(=O)O (acetic acid), CCOCC (ether), [OH-].[Na+] (NaOH). The reactants are O=C([O-])C=CC(=O)[O-], CCN1CC2OC2C1, Cl, NC1c2ccccc2CCc2ccccc21. The product is O=C(O)C=CC(=O)O, CCN1CC(O)C(NC2c3ccccc3CCc3ccccc32)C1. RXN SMILES: [C:26]([CH:27]=[CH:28][C:29](=[O:30])[O-:31])(=[O:32])[O-:33].[CH2:17]([CH3:18])[N:19]1[CH2:20][CH:21]2[CH:22]([CH2:23]1)[O:24]2.[ClH:25].[NH2:1][CH:2]1[c:3]2[c:4]([cH:13][cH:14][cH:15][cH:16]2)[CH2:5][CH2:6][c:7]2[c:8]1[cH:9][cH:10][cH:11][cH:12]2>>[C:26]([CH:27]=[CH:28][C:29](=[O:30])[OH:31])(=[O:32])[OH:33].[NH:1]([CH:2]1[c:3]2[c:4]([cH:13][cH:14][cH:15][cH:16]2)[CH2:5][CH2:6][c:7]2[c:8]1[cH:9][cH:10][cH:11][cH:12]2)[CH:22]1[CH:21]([OH:24])[CH2:20][N:19]([CH2:17][CH3:18])[CH2:23]1.